This data is from the Open Reaction Database (ORD), a public repository of structured organic reaction records. The task is: describe an organic reaction: reactants, conditions, products, and yield Starting materials: CCOC(=O)C(C#Cc1ccccc1)CNc1ncnc2ccccc12, CO, CN, C1CCOC1. Yields the product CNC(=O)C(C#Cc1ccccc1)CNc1ncnc2ccccc12. RXN SMILES: [CH2:1]([O:3][C:4](=[O:2])[CH:6]([CH2:7][NH:8][c:9]1[n:10][cH:11][n:12][c:13]2[cH:14][cH:15][cH:16][cH:17][c:18]12)[C:19]#[C:20][c:21]1[cH:22][cH:23][cH:24][cH:25][cH:26]1)[CH3:5].[CH3:27][OH:28].[CH3:29][NH2:30].[O:31]1[CH2:32][CH2:33][CH2:34][CH2:35]1>>[O:3]=[C:4]([CH:6]([CH2:7][NH:8][c:9]1[n:10][cH:11][n:12][c:13]2[cH:14][cH:15][cH:16][cH:17][c:18]12)[C:19]#[C:20][c:21]1[cH:22][cH:23][cH:24][cH:25][cH:26]1)[NH:30][CH3:29]. Starting materials: COC(=O)C1=NC=C(C=C1)C(=O)NCC1CCN(CC1)C1=NC=CC(=N1)C(F)(F)F (methyl-5-{[({1-[4-(trifluoromethyl)pyrimidin-2-yl]piperidin-4-yl}methyl)amino]carbonyl}pyridine-2-carboxylate), O (water), [OH-].[Li+] (lithium hydroxide). Run in O1CCCC1 (tetrahydrofuran), CO (methanol). Conditions: time 18 hour. Yields the product FC(C1=NC(=NC=C1)N1CCC(CC1)CNC(=O)C=1C=CC(=NC1)C(=O)O)(F)F (5-{[({1-[4-(Trifluoromethyl)pyrimidin-2-yl]piperidin-4-yl}methyl)amino]carbonyl}pyridine-2-carboxylic acid). The yield is 87.4%. RXN SMILES: C[O:2][C:3]([C:5]1[CH:10]=[CH:9][C:8]([C:11]([NH:13][CH2:14][CH:15]2[CH2:20][CH2:19][N:18]([C:21]3[N:26]=[C:25]([C:27]([F:30])([F:29])[F:28])[CH:24]=[CH:23][N:22]=3)[CH2:17][CH2:16]2)=[O:12])=[CH:7][N:6]=1)=[O:4].O.[OH-].[Li+]>O1CCCC1.CO>[F:30][C:27]([F:28])([F:29])[C:25]1[CH:24]=[CH:23][N:22]=[C:21]([N:18]2[CH2:17][CH2:16][CH:15]([CH2:14][NH:13][C:11]([C:8]3[CH:9]=[CH:10][C:5]([C:3]([OH:4])=[O:2])=[N:6][CH:7]=3)=[O:12])[CH2:20][CH2:19]2)[N:26]=1 |f:2.3|. Procedure: To a suspension of methyl-5-{[({1-[4-(trifluoromethyl)pyrimidin-2-yl]piperidin-4-yl}methyl)amino]carbonyl}pyridine-2-carboxylate (272 mg, 0.643 mmol) in tetrahydrofuran, methanol, and water (5 ml, in a ratio of 3:2:1, respectively) was added lithium hydroxide (108 mg, 2.57 mmol). The reaction was stirred at ambient temperature for 18 h and then concentrated in vacuo to afford the title compound as a white solid (230 mg). Mass spectrum (ESI) 410 (M+1). 1H NMR (500 MHz, CD3OD) δ 8.96 (s, 1H), 8.54... The reactants are C(C)OC(CC=1C(=NC(=NC1Cl)C)Cl)=O ((2-methyl-4,6-dichloro-pyrimidine-5-yl)-acetic acid ethyl ester), CC1=C(N)C(=CC(=C1)C)C (2,4,6-trimethylaniline). The solvent is CS(=O)C (dimethylsulfoxide). Yields the product C(C)OC(CC=1C(=NC(=NC1NC1=C(C=C(C=C1C)C)C)C)Cl)=O ([4-Chloro-2-methyl-6-(2,4,6-trimethylphenylamino)-pyrimidin-5-yl]-acetic acid ethyl ester). Isolated yield 52.1%. RXN SMILES: [CH2:1]([O:3][C:4](=[O:15])[CH2:5][C:6]1[C:7](Cl)=[N:8][C:9]([CH3:13])=[N:10][C:11]=1[Cl:12])[CH3:2].[CH3:16][C:17]1[CH:23]=[C:22]([CH3:24])[CH:21]=[C:20]([CH3:25])[C:18]=1[NH2:19]>CS(C)=O>[CH2:1]([O:3][C:4](=[O:15])[CH2:5][C:6]1[C:11]([Cl:12])=[N:10][C:9]([CH3:13])=[N:8][C:7]=1[NH:19][C:18]1[C:20]([CH3:25])=[CH:21][C:22]([CH3:24])=[CH:23][C:17]=1[CH3:16])[CH3:2]. Reported procedure: A mixture of (2-methyl-4,6-dichloro-pyrimidine-5-yl)-acetic acid ethyl ester (1.470 g, 5.9 mmol) and 2,4,6-trimethylaniline (2.56 ml, 17.7 mmol), in 15 ml of dimethylsulfoxide was heated at 120° C. overnight and 138° C. for 5 hours. The mixture was quenched with water and extracted with ethyl acetate. The organic layer was washed with brine, dried and concentrated to give a brown oil. The oil was purified through silica gel column chromatography to give 1.070 g (52%) of the title compound as a t... Reactants: Cl.ClC1=CC2=C(NC=3SC(=CC3C(=N2)N)C)C=C1 (7-chloro-2-methyl-4H-3-thia-4,9-diaza-benzo[f]azulen-10-ylamine hydrochloride), COCC[C@@H]1NCCNC1 ((S)-2-(2-methoxy-ethyl)-piperazine). Solvent: CS(=O)C.C1(=CC=CC=C1)C (dimethylsulfoxide toluene), O (water), C(C)(=O)OCC (ethyl acetate). Run at temperature 130 celsius. The product is ClC1=CC2=C(NC=3SC(=CC3C(=N2)N2C[C@@H](NCC2)CCOC)C)C=C1 ((S)-7-Chloro-10-[3-(2-methoxy-ethyl)-piperazin-1-yl]-2-methyl-4H-3-thia-4,9-diaza-benzo[f]azulene). Isolated yield 60.0%. Reaction SMILES: Cl.[Cl:2][C:3]1[CH:18]=[CH:17][C:6]2[NH:7][C:8]3[S:9][C:10]([CH3:16])=[CH:11][C:12]=3[C:13]([NH2:15])=[N:14][C:5]=2[CH:4]=1.[CH3:19][O:20][CH2:21][CH2:22][C@H:23]1[CH2:28]N[CH2:26][CH2:25][NH:24]1>CS(C)=O.C1(C)C=CC=CC=1.O.C(OCC)(=O)C>[Cl:2][C:3]1[CH:18]=[CH:17][C:6]2[NH:7][C:8]3[S:9][C:10]([CH3:16])=[CH:11][C:12]=3[C:13]([N:15]3[CH2:26][CH2:25][NH:24][C@@H:23]([CH2:22][CH2:21][O:20][CH3:19])[CH2:28]3)=[N:14][C:5]=2[CH:4]=1 |f:0.1,3.4|. Procedure details: Dissolve 7-chloro-2-methyl-4H-3-thia-4,9-diaza-benzo[f]azulen-10-ylamine hydrochloride (1.46 g, 4.86 mmol) and (S)-2-(2-methoxy-ethyl)-piperazine (2.1 g, 14.6 mmol) in dimethylsulfoxide/toluene (1:2)(18 ml), stir under nitrogen and heat in an oil bath at 130° C. for 28.5 hours. Stir 16 hours at ambient temperature. Dilute the mixture with water and ethyl acetate, and extract with ethyl acetate. Combine the ethyl acetate extracts, wash with water and brine, dry the organic phase (Na2SO4), filter ... Yields the product CN(C1=CC=C(C=C1)F)C2=NC=CC(=C2)CO. Conditions: temperature 105 celsius. The solvent is CC1=CC=CC=C1. Reagents/catalysts: CC(C)(C)[O-].[K+], C1CCC(CC1)P(C2CCCCC2)C3=CC=CC=C3C4=CC=CC=C4, C1=CC=C(C=C1)/C=C/C(=O)/C=C/C2=CC=CC=C2.C1=CC=C(C=C1)/C=C/C(=O)/C=C/C2=CC=CC=C2.C1=CC=C(C=C1)/C=C/C(=O)/C=C/C2=CC=CC=C2.[Pd].[Pd]. Reactants: CNC1=CC=C(C=C1)F, C1=CN=C(C=C1CO)Cl. The yield is 0.0%. Procedure: In a 50 mL round-bottomed flask (t=g) was (2-chloropyridin-4-yl)methanol (.1 g, 0.70 mmol), Pd2dba3 (0.032 g, 0.03 mmol), and biphenyl-2-yldicyclohexylphosphine (0.024 g, 0.07 mmol) in toluene (6 mL) to give a dark red solution. 4-fluoro-N-methylaniline (0.096 g, 0.77 mmol) and KOtBu (.323 g, 2.88 mmol) were added.  Mixture was degassed by bubbling N2 for 20 minutes, then placed in oil bath at 105 °C. Reaction went for 3 hours, at which point LC/MS was taken. No product was observed. The reactants are C(C1=CC=CC=C1)OC(NC1=C(C=C(C=C1OC)C(=O)OC)OC)=O (2,6-dimethoxy-4-(methoxy-carbonyl)-carbanilic acid benzyl ester), [H-].[Na+] (sodium hydride), C(C)I (ethyl iodide). Run in CN(C=O)C (dimethylformamide). Run at time 30 minute. The product is C(C1=CC=CC=C1)OC(N(C1=C(C=C(C=C1OC)C(=O)OC)OC)CC)=O (N-ethyl-2,6-dimethoxy-4-(methoxy-carbonyl)-carbanilic acid benzyl ester). As a reaction SMILES: [CH2:1]([O:8][C:9](=[O:25])[NH:10][C:11]1[C:16]([O:17][CH3:18])=[CH:15][C:14]([C:19]([O:21][CH3:22])=[O:20])=[CH:13][C:12]=1[O:23][CH3:24])[C:2]1[CH:7]=[CH:6][CH:5]=[CH:4][CH:3]=1.[H-].[Na+].[CH2:28](I)[CH3:29]>CN(C)C=O>[CH2:1]([O:8][C:9](=[O:25])[N:10]([CH2:28][CH3:29])[C:11]1[C:12]([O:23][CH3:24])=[CH:13][C:14]([C:19]([O:21][CH3:22])=[O:20])=[CH:15][C:16]=1[O:17][CH3:18])[C:2]1[CH:7]=[CH:6][CH:5]=[CH:4][CH:3]=1 |f:1.2|. Procedure details: A suspension of 103 g. of 2,6-dimethoxy-4-(methoxy-carbonyl)-carbanilic acid benzyl ester and 17.3 g. of sodium hydride (50% dispersion in oil) in 1 liter of absolute dimethylformamide was stirred at room temperature for 4 hours and subsequently treated with 56.2 g. of ethyl iodide with stirring and ice-cooling. After stirring at room temperature for 30 minutes, the dimethylformamide was removed at 60° C. under vacuum. Then, 1 liter of water was added to the residue and the mixture was extracted... Reactants: C(CS)(=O)OC (Methyl thioglycolate), O.C1(=CC=C(C=C1)S(=O)(=O)O)C (ρ-toluenesulfonic acid monohydrate), CN(C1=CC=C(C(C2=CC=C(C=C2)N(C)C)O)C=C1)C (4,4'-bis(dimethyamino)benzhydrol). Solvent: C(C)(=O)OCC (ethyl acetate), C1(=CC=CC=C1)C (toluene). Conditions: time 1 hour. Yields the product CN(C1=CC=C(C=C1)C(SCC(=O)OC)C1=CC=C(C=C1)N(C)C)C (methyl [[bis-(4-dimethylaminophenyl)methyl]thio]acetate). Yield: 53.0%. RXN SMILES: O.C1(C)C=CC(S(O)(=O)=O)=CC=1.[C:13]([O:17][CH3:18])(=[O:16])[CH2:14][SH:15].[CH3:19][N:20]([CH3:38])[C:21]1[CH:37]=[CH:36][C:24]([CH:25](O)[C:26]2[CH:31]=[CH:30][C:29]([N:32]([CH3:34])[CH3:33])=[CH:28][CH:27]=2)=[CH:23][CH:22]=1>C1(C)C=CC=CC=1.C(OCC)(=O)C>[CH3:34][N:32]([CH3:33])[C:29]1[CH:28]=[CH:27][C:26]([CH:25]([C:24]2[CH:36]=[CH:37][C:21]([N:20]([CH3:38])[CH3:19])=[CH:22][CH:23]=2)[S:15][CH2:14][C:13]([O:17][CH3:18])=[O:16])=[CH:31][CH:30]=1 |f:0.1|. Procedure: A slurry of ρ-toluenesulfonic acid monohydrate (1.50 g, 7.89 mmol) and activated 3 Å molecular sieves (300-500 mg) in 7 mL of toluene is stirred for 15 minutes. Methyl thioglycolate (410 mg, 3.86 mmol) is then added followed by 4,4'-bis(dimethyamino)benzhydrol (Aldrich) (950 mg, 3.51 mmol) and stirred for 1 hour. The reaction is diluted with ethyl acetate, washed with saturated aqueous sodium bicarbonate, brine and dried over magnesium sulfate. Chromatography on silica gel, eluting with a 1:4 mi... Starting materials: C(C1=CC=CC=C1)C=1C=NC=CC1 (3-benzyl-pyridine). The reagents and catalysts are [Pd] (palladium on carbon). The solvent is C(C)(=O)O (acetic acid). Reaction conditions: time 6 hour. The product is C(C1=CC=CC=C1)C1CNCCC1 ((±)-3-Benzyl-piperidine). Isolated yield 41.4%. Reaction SMILES: [CH2:1]([C:8]1[CH:9]=[N:10][CH:11]=[CH:12][CH:13]=1)[C:2]1[CH:7]=[CH:6][CH:5]=[CH:4][CH:3]=1>[Pd].C(O)(=O)C>[CH2:1]([CH:8]1[CH2:13][CH2:12][CH2:11][NH:10][CH2:9]1)[C:2]1[CH:7]=[CH:6][CH:5]=[CH:4][CH:3]=1. Procedure: Combine 3-benzyl-pyridine (0.524 g, 3.10 mmol) and 10% palladium on carbon (0.165 g) in acetic acid (30 mL) and stir at 60° C. at a H2 pressure of 60 psi. After 6 h, purify the reaction mixture by ion exchange chromatography (SCX resin, methanol→2 M ammonia/methanol) and silica gel chromatography (10:1→3:1 methylene chloride:methanol) to provide 0.225 g (42%) of the title compound as a yellow oil: 1H NMR (DMSO-d6): 7.28 (t, 2H, J=7.3 Hz), 7.22-7.13 (m, 3H), 3.01 (s br, 1H), 2.87-2.76 (m, 2H), 2.... The reactants are COC(=O)CC1CCc2c1ccc(C#N)c2C, CC(=O)O, [Ni], O, c1ccncc1. Yields the product COC(=O)CC1CCc2c1ccc(C=O)c2C. RXN SMILES: [C:1](#[N:2])[c:3]1[c:4]([CH3:17])[c:5]2[c:9]([cH:10][cH:11]1)[CH:8]([CH2:12][C:13](=[O:14])[O:15][CH3:16])[CH2:7][CH2:6]2.[CH3:18][C:19]([OH:20])=[O:21].[Ni:29].[OH2:28].[cH:22]1[cH:23][cH:24][n:25][cH:26][cH:27]1>>[CH:1]([c:3]1[c:4]([CH3:17])[c:5]2[c:9]([cH:10][cH:11]1)[CH:8]([CH2:12][C:13](=[O:14])[O:15][CH3:16])[CH2:7][CH2:6]2)=[O:20]. Starting materials: Cc1ccc(O)c(-c2nn(C)cc2C#Cc2ccc(NC(=O)C3CCCCN3C(=O)C(NC(=O)OC(C)(C)C)c3ccccc3)cc2)c1, Cn1cc(C#Cc2ccc(NC(=O)C3COCCN3)cc2)c(-c2cc(Cl)ccc2O)n1. Yields the product Cn1cc(C#Cc2ccc(NC(=O)C3COCCN3C(=O)C(NC(=O)OC(C)(C)C)c3ccccc3)cc2)c(-c2cc(Cl)ccc2O)n1. RXN SMILES: [C:1]([CH3:2])([CH3:3])([CH3:4])[O:5][C:6]([NH:7][CH:8]([C:9](=[O:10])[N:11]1[CH2:12][CH2:13][CH2:14][CH2:15][CH:16]1[C:17](=[O:18])[NH:19][c:20]1[cH:21][cH:22][c:23]([C:24]#[C:25][c:26]2[c:27](-[c:28]3[cH:29][c:30]([CH3:31])[cH:32][cH:33][c:34]3[OH:35])[n:36][n:37]([CH3:38])[cH:39]2)[cH:40][cH:41]1)[c:42]1[cH:43][cH:44][cH:45][cH:46][cH:47]1)=[O:48].[Cl:49][c:50]1[cH:51][cH:52][c:53]([OH:79])[c:54](-[c:56]2[n:57][n:58]([CH3:78])[cH:59][c:60]2[C:61]#[C:62][c:63]2[cH:64][cH:65][c:66]([NH:69][C:70](=[O:71])[CH:72]3[CH2:73][O:74][CH2:75][CH2:76][NH:77]3)[cH:67][cH:68]2)[cH:55]1>>[C:1]([CH3:2])([CH3:3])([CH3:4])[O:5][C:6]([NH:7][CH:8]([C:9](=[O:10])[N:77]1[CH:72]([C:70]([NH:69][c:66]2[cH:65][cH:64][c:63]([C:62]#[C:61][c:60]3[c:56](-[c:54]4[c:53]([OH:79])[cH:52][cH:51][c:50]([Cl:49])[cH:55]4)[n:57][n:58]([CH3:78])[cH:59]3)[cH:68][cH:67]2)=[O:71])[CH2:73][O:74][CH2:75][CH2:76]1)[c:42]1[cH:43][cH:44][cH:45][cH:46][cH:47]1)=[O:48].